This data is from the Open Reaction Database (ORD), a public repository of structured organic reaction records. The task is: describe an organic reaction: reactants, conditions, products, and yield The reactants are C(C)(C)(C)C=1N=C(C2=C(N1)N(N=N2)CC)N2CC(CC2)(F)F (5-tert-Butyl-7-(3,3-difluoro-pyrrolidin-1-yl)-3-ethyl-3H-[1,2,3]triazolo[4,5-d]pyrimidine), C(C)(C)(C)C=1N=C(C2=C(N1)NN=N2)N2CC(CC2)(F)F (5-tert-butyl-7-(3,3-difluoropyrrolidin-1-yl)-3H-[1,2,3]triazolo[4,5-d]pyrimidine), BrCC1=C(C=CC=C1)S(=O)(=O)C (1-(bromomethyl)-2-(methylsulfonyl)benzene). The product is C(C)(C)(C)C=1N=C(C2=C(N1)N(N=N2)CC2=C(C=CC=C2)S(=O)(=O)C)N2CC(CC2)(F)F (5-tert-Butyl-7-(3,3-difluoro-pyrrolidin-1-yl)-3-(2-methanesulfonyl-benzyl)-3H-[1,2,3]triazolo[4,5-d]pyrimidine). RXN SMILES: [C:1]([C:5]1[N:6]=[C:7]([N:16]2[CH2:20][CH2:19][C:18]([F:22])([F:21])[CH2:17]2)[C:8]2[N:13]=[N:12][N:11]([CH2:14][CH3:15])[C:9]=2[N:10]=1)([CH3:4])([CH3:3])[CH3:2].C(C1N=C(N2CCC(F)(F)C2)C2N=NNC=2N=1)(C)(C)C.BrC[C:45]1[CH:50]=[CH:49][CH:48]=C[C:46]=1[S:51]([CH3:54])(=[O:53])=[O:52]>>[C:1]([C:5]1[N:6]=[C:7]([N:16]2[CH2:20][CH2:19][C:18]([F:21])([F:22])[CH2:17]2)[C:8]2[N:13]=[N:12][N:11]([CH2:14][C:15]3[CH:48]=[CH:49][CH:50]=[CH:45][C:46]=3[S:51]([CH3:54])(=[O:53])=[O:52])[C:9]=2[N:10]=1)([CH3:2])([CH3:3])[CH3:4]. Procedure details: In analogy to the procedure described for the synthesis of 5-tert-butyl-7-(3,3-difluoropyrrolidin-1-yl)-3-ethyl-3H-[1,2,3]triazolo[4,5-d]pyrimidine (example 61), the title compound was prepared from 5-tert-butyl-7-(3,3-difluoropyrrolidin-1-yl)-3H-[1,2,3]triazolo[4,5-d]pyrimidine and 1-(bromomethyl)-2-(methylsulfonyl)benzene and isolated as white solid. MS (m/e): 451.3 (MH+).